Task: describe an organic reaction: reactants, conditions, products, and yield. Dataset: the Open Reaction Database (ORD), a public repository of structured organic reaction records Starting materials: C(#N)[BH3-].[Na+] (sodium cyanoborohydride), Cl.C(C)OC(CCN)=O (β-alanine ethyl ester hydrochloride salt), FC1=CC=C(C=O)C=C1 (4-fluorobenzaldehyde), C(C)(=O)[O-].[Na+] (sodium acetate). The solvent is CO (methanol), C([O-])(O)=O.[Na+] (sodium bicarbonate). Reaction conditions: temperature 25 celsius, time 4 hour. Product: C(C)OC(CCNCC1=CC=C(C=C1)F)=O (3-(4-fluoro-benzylamino)-propionic acid ethyl ester). The yield is 71.0%. As a reaction SMILES: Cl.[CH2:2]([O:4][C:5](=[O:9])[CH2:6][CH2:7][NH2:8])[CH3:3].[F:10][C:11]1[CH:18]=[CH:17][C:14]([CH:15]=O)=[CH:13][CH:12]=1.C([O-])(=O)C.[Na+].C([BH3-])#N.[Na+]>CO.C(=O)(O)[O-].[Na+]>[CH2:2]([O:4][C:5](=[O:9])[CH2:6][CH2:7][NH:8][CH2:15][C:14]1[CH:17]=[CH:18][C:11]([F:10])=[CH:12][CH:13]=1)[CH3:3] |f:0.1,3.4,5.6,8.9|. Reported procedure: A suspension of β-alanine ethyl ester hydrochloride salt (2.0 g, 13.0 mmol), 4-fluorobenzaldehyde (1.61 g, 13.0 mmol), sodium acetate (2.13 g, 26.0 mmol), and 4 Å molecular sieves (0.5 g/mmol) in methanol (50 mL) was treated with sodium cyanoborohydride (1.63 g, 26.0 mmol). The reaction was stirred at 25° C. for 4 h, diluted with a saturated aqueous sodium bicarbonate solution (150 mL), and extracted with ethyl acetate (3×50 mL). The combined organic layers were dried over magnesium sulfate, fil... Reactants: CCN=C=NCCN(C)C, O=C(O)c1cc(OCc2cccc(Cl)c2)ccc1Cl, ClCCl, Cl, CCOC(=O)Cc1ccc(N)c(Cl)c1, O. Product: CCOC(=O)Cc1ccc(NC(=O)c2cc(OCc3cccc(Cl)c3)ccc2Cl)c(Cl)c1. RXN SMILES: [CH3:21][N:22]([CH3:23])[CH2:24][CH2:25][N:26]=[C:27]=[N:28][CH2:29][CH3:30].[Cl:1][c:2]1[c:3]([C:4](=[O:5])[OH:6])[cH:7][c:8]([O:11][CH2:12][c:13]2[cH:14][c:15]([Cl:19])[cH:16][cH:17][cH:18]2)[cH:9][cH:10]1.[Cl:45][CH2:46][Cl:47].[ClH:20].[NH2:31][c:32]1[c:33]([Cl:44])[cH:34][c:35]([CH2:38][C:39](=[O:40])[O:41][CH2:42][CH3:43])[cH:36][cH:37]1.[OH2:48]>>[Cl:1][c:2]1[c:3]([C:4](=[O:6])[NH:31][c:32]2[c:33]([Cl:44])[cH:34][c:35]([CH2:38][C:39](=[O:40])[O:41][CH2:42][CH3:43])[cH:36][cH:37]2)[cH:7][c:8]([O:11][CH2:12][c:13]2[cH:14][c:15]([Cl:19])[cH:16][cH:17][cH:18]2)[cH:9][cH:10]1.